From a dataset of the Open Reaction Database (ORD), a public repository of structured organic reaction records. describe an organic reaction: reactants, conditions, products, and yield Reactants: C1COCCO1, FC1(C2CC2)CNC1, CCN(C(C)C)C(C)C, Cl, O=C(Nc1ccc(Sc2nc(Cl)cc(Nc3ncn[nH]3)n2)cc1)C1CC1. Yields the product O=C(Nc1ccc(Sc2nc(Nc3nnc[nH]3)cc(N3CC(F)(C4CC4)C3)n2)cc1)C1CC1. As a reaction SMILES: [CH2:45]1[O:46][CH2:47][CH2:48][O:49][CH2:50]1.[CH:28]1([C:31]2([F:35])[CH2:32][NH:33][CH2:34]2)[CH2:29][CH2:30]1.[CH:36]([N:37]([CH2:38][CH3:39])[CH:40]([CH3:41])[CH3:42])([CH3:43])[CH3:44].[ClH:27].[n:1]1[nH:2][c:3]([NH:6][c:7]2[n:8][c:9]([S:14][c:15]3[cH:16][cH:17][c:18]([NH:21][C:22](=[O:23])[CH:24]4[CH2:25][CH2:26]4)[cH:19][cH:20]3)[n:10][c:11]([Cl:13])[cH:12]2)[n:4][cH:5]1>>[n:1]1[n:2][c:3]([NH:6][c:7]2[n:8][c:9]([S:14][c:15]3[cH:16][cH:17][c:18]([NH:21][C:22](=[O:23])[CH:24]4[CH2:25][CH2:26]4)[cH:19][cH:20]3)[n:10][c:11]([N:33]3[CH2:32][C:31]([CH:28]4[CH2:29][CH2:30]4)([F:35])[CH2:34]3)[cH:12]2)[nH:4][cH:5]1.